The task is: describe an organic reaction: reactants, conditions, products, and yield. This data is from the Open Reaction Database (ORD), a public repository of structured organic reaction records. Reactants: NC(=O)C1(c2ccc(Cl)cc2)CC1, [Na+], C1COCCO1, [OH-]. RXN SMILES: [Cl:3][c:4]1[cH:5][cH:6][c:7]([C:10]2([C:13](=[O:14])[NH2:15])[CH2:11][CH2:12]2)[cH:8][cH:9]1.[Na+:2].[O:16]1[CH2:17][CH2:18][O:19][CH2:20][CH2:21]1.[OH-:1]>>[O:1]=[C:13]([C:10]1([c:7]2[cH:6][cH:5][c:4]([Cl:3])[cH:9][cH:8]2)[CH2:11][CH2:12]1)[OH:14]. Product: O=C(O)C1(c2ccc(Cl)cc2)CC1. The reactants are IC1=C(CONC(C2=C(C=CC=C2)NCC2=CC=NC=C2)=O)C=CC=C1 (N-(2-Iodo-benzyloxy)-2-[(pyridin-4-ylmethyl)-amino]-benzamide), C1(=CC=CC=C1)/C=C/B(O)O (trans-2-phenylvinylboronic acid). Product: N1=CC=C(C=C1)CNC1=C(C(=O)NOCC2=C(C=CC=C2)C=CC2=CC=CC=C2)C=CC=C1 (2-[(Pyridin-4-ylmethyl)-amino]-N-(2-styryl-benzyloxy)-benzamide). As a reaction SMILES: I[C:2]1[CH:26]=[CH:25][CH:24]=[CH:23][C:3]=1[CH2:4][O:5][NH:6][C:7](=[O:22])[C:8]1[CH:13]=[CH:12][CH:11]=[CH:10][C:9]=1[NH:14][CH2:15][C:16]1[CH:21]=[CH:20][N:19]=[CH:18][CH:17]=1.[C:27]1(/[CH:33]=[CH:34]/B(O)O)[CH:32]=[CH:31][CH:30]=[CH:29][CH:28]=1>>[N:19]1[CH:20]=[CH:21][C:16]([CH2:15][NH:14][C:9]2[CH:10]=[CH:11][CH:12]=[CH:13][C:8]=2[C:7]([NH:6][O:5][CH2:4][C:3]2[CH:23]=[CH:24][CH:25]=[CH:26][C:2]=2[CH:34]=[CH:33][C:27]2[CH:32]=[CH:31][CH:30]=[CH:29][CH:28]=2)=[O:22])=[CH:17][CH:18]=1. Procedure details: Starting materials: N-(2-Iodo-benzyloxy)-2-[(pyridin-4-ylmethyl)-amino]-benzamide (example 360) and trans-2-phenylvinylboronic acid (Aldrich). Starting materials: BrC1=C(C(=C(C=C1)O)[N+](=O)[O-])OC1=CC=CC=C1 (4-bromo-2-nitro-3-phenoxyphenol), OCC(=O)C1=CC=CC=C1 (2-hydroxy-1-phenylethanone). Yields the product BrC1=C(C(=C(OCC(=O)C2=CC=CC=C2)C=C1)[N+](=O)[O-])OC1=CC=CC=C1 (2-(4-Bromo-2-nitro-3-phenoxyphenoxy)-1-phenylethanone). RXN SMILES: [Br:1][C:2]1[CH:7]=[CH:6][C:5]([OH:8])=[C:4]([N+:9]([O-:11])=[O:10])[C:3]=1[O:12][C:13]1[CH:18]=[CH:17][CH:16]=[CH:15][CH:14]=1.O[CH2:20][C:21]([C:23]1[CH:28]=[CH:27][CH:26]=[CH:25][CH:24]=1)=[O:22]>>[Br:1][C:2]1[CH:7]=[CH:6][C:5]([O:8][CH2:20][C:21]([C:23]2[CH:28]=[CH:27][CH:26]=[CH:25][CH:24]=2)=[O:22])=[C:4]([N+:9]([O-:11])=[O:10])[C:3]=1[O:12][C:13]1[CH:18]=[CH:17][CH:16]=[CH:15][CH:14]=1. Procedure: This compound was synthesized according to the procedure of Example 76, Step 5, using 4-bromo-2-nitro-3-phenoxyphenol and 2-hydroxy-1-phenylethanone as the starting materials. LCMS calculated for C20H15BrNO5 (M+H)+: m/z=428.0, 430.0. found: 427.9, 429.9. Reactants: C(#N)C=1C(=CC(=NC1)NC(=O)N1CCCC2=CC=C(N=C12)C(OC)OC)C=1CCOCC1 (N-(5-cyano-4-(3,6-dihydro-2H-pyran-4-yl)pyridin-2-yl)-7-(dimethoxymethyl)-3,4-dihydro-1,8-naphthyridine-1(2H)-carboxamide), C(#N)C=1C(=CC(=NC1)NC(=O)N1CCCC2=CC=C(N=C12)C(OC)OC)C=1CCOCC1 (N-(5-cyano-4-(3,6-dihydro-2H-pyran-4-yl)pyridin-2-yl)-7-(dimethoxymethyl)-3,4-dihydro-1,8-naphthyridine-1(2H)-carboxamide). The reagents and catalysts are [Pd] (palladium). The solvent is CO (MeOH), C1CCOC1 (THF). Conditions: time 16 hour. Yields the product C(#N)C=1C(=CC(=NC1)NC(=O)N1CCCC2=CC=C(N=C12)C(OC)OC)C1CCOCC1 (N-(5-cyano-4-(tetrahydro-2H-pyran-4-yl)pyridin-2-yl)-7-(dimethoxymethyl)-3,4-dihydro-1,8-naphthyridine-1(2H)-carboxamide). RXN SMILES: [C:1]([C:3]1[C:4]([C:27]2[CH2:28][CH2:29][O:30][CH2:31][CH:32]=2)=[CH:5][C:6]([NH:9][C:10]([N:12]2[C:21]3[C:16](=[CH:17][CH:18]=[C:19]([CH:22]([O:25][CH3:26])[O:23][CH3:24])[N:20]=3)[CH2:15][CH2:14][CH2:13]2)=[O:11])=[N:7][CH:8]=1)#[N:2]>CO.C1COCC1.[Pd]>[C:1]([C:3]1[C:4]([CH:27]2[CH2:32][CH2:31][O:30][CH2:29][CH2:28]2)=[CH:5][C:6]([NH:9][C:10]([N:12]2[C:21]3[C:16](=[CH:17][CH:18]=[C:19]([CH:22]([O:25][CH3:26])[O:23][CH3:24])[N:20]=3)[CH2:15][CH2:14][CH2:13]2)=[O:11])=[N:7][CH:8]=1)#[N:2]. Reported procedure: N-(5-cyano-4-(3,6-dihydro-2H-pyran-4-yl)pyridin-2-yl)-7-(dimethoxymethyl)-3,4-dihydro-1,8-naphthyridine-1(2H)-carboxamide (intermediate 27, 35 mg, 0.080 mmol) was dissolved in MeOH (1 ml) and THF (3 ml). The solution was treated with palladium (10% on charcoal, 8.55 mg, 8.04 μmol) and stirred under a H2 atmosphere at room temperature for 16 h. The reaction mixture was filtered through a celite plug. The plug was rinsed with EtOAc and the filtrate was concentrated under vacuum. The residue was pu... Reactants: C(C1=CC=CC=C1)Br (Benzyl bromide), C(C)OC1=C(C(=C(C2=CC=CC=C12)O)C(=O)OCC)C(=O)OCC (diethyl 1-(ethyloxy)-4-hydroxy-2,3-naphthalenedicarboxylate), C([O-])([O-])=O.[K+].[K+] (potassium carbonate). The solvent is CC(=O)C (acetone). Yields the product C(C)OC1=C(C(=C(C2=CC=CC=C12)OCC1=CC=CC=C1)C(=O)OCC)C(=O)OCC (Diethyl 1-(ethyloxy)-4-[(phenylmethyl)oxy]-2,3-naphthalenedicarboxylate). Yield: 98.0%. RXN SMILES: [CH2:1](Br)[C:2]1[CH:7]=[CH:6][CH:5]=[CH:4][CH:3]=1.[CH2:9]([O:11][C:12]1[C:21]2[C:16](=[CH:17][CH:18]=[CH:19][CH:20]=2)[C:15]([OH:22])=[C:14]([C:23]([O:25][CH2:26][CH3:27])=[O:24])[C:13]=1[C:28]([O:30][CH2:31][CH3:32])=[O:29])[CH3:10].C(=O)([O-])[O-].[K+].[K+]>CC(C)=O>[CH2:9]([O:11][C:12]1[C:21]2[C:16](=[CH:17][CH:18]=[CH:19][CH:20]=2)[C:15]([O:22][CH2:1][C:2]2[CH:7]=[CH:6][CH:5]=[CH:4][CH:3]=2)=[C:14]([C:23]([O:25][CH2:26][CH3:27])=[O:24])[C:13]=1[C:28]([O:30][CH2:31][CH3:32])=[O:29])[CH3:10] |f:2.3.4|. Reported procedure: Benzyl bromide (1.32 ml, 11.1 mmol) was added to a stirred solution of diethyl 1-(ethyloxy)-4-hydroxy-2,3-naphthalenedicarboxylate (2.45 g, 7.38 mmol) and potassium carbonate (1.53 g, 11.1 mmol) in acetone (50 ml). The reaction mixture was refluxed for 1 hour under an atmosphere of argon. The resulting mixture was evaporated and the residue was partitioned between 2× ethylacetate and brine. The combined organics were washed with water and dried over magnesium sulphate. The clear oil was purified... The reactants are ClCOC (Chloromethylmethyl ether), C(C)(C)N(CC)C(C)C (diisopropylethylamine), OCC=1C=C(C=CC1)C1=CC=C(C=C1)C(=O)OC (methyl 3′-hydroxymethylbiphenyl-4-carboxylate). Solvent: ClCCl (dichloromethane). Conditions: temperature 0 celsius, time 1 hour. Yields the product COCOCC=1C=C(C=CC1)C1=CC=C(C=C1)C(=O)OC (Methyl 3′-methoxymethoxymethylbiphenyl-4-carboxylate). Reaction SMILES: Cl[CH2:2][O:3][CH3:4].C(N(C(C)C)CC)(C)C.[OH:14][CH2:15][C:16]1[CH:17]=[C:18]([C:22]2[CH:27]=[CH:26][C:25]([C:28]([O:30][CH3:31])=[O:29])=[CH:24][CH:23]=2)[CH:19]=[CH:20][CH:21]=1>ClCCl>[CH3:4][O:3][CH2:2][O:14][CH2:15][C:16]1[CH:17]=[C:18]([C:22]2[CH:27]=[CH:26][C:25]([C:28]([O:30][CH3:31])=[O:29])=[CH:24][CH:23]=2)[CH:19]=[CH:20][CH:21]=1. Reported procedure: Chloromethylmethyl ether (0.24 ml) and diisopropylethylamine (0.74 ml) was added to a solution of methyl 3′-hydroxymethylbiphenyl-4-carboxylate (504 mg), which is the product of Reference example 15(a), in anhydrous dichloromethane (10 ml) at 0° C. The mixture was stirred at 0° C. for 1 hour and then allowed to stand at ambient temperature for 14 hours. The reaction mixture was concentrated under reduced pressure. The residue was partitioned between ethyl acetate and water and the layers were se... Reactants: O=C1NC(=O)c2ccccc21, CN(C)C=O, Cn1nnnc1CCl, [I-], [K], [Na+], O. The product is Cn1nnnc1CN1C(=O)c2ccccc2C1=O. RXN SMILES: [C:9]1(=[O:19])[c:10]2[c:11]([cH:15][cH:16][cH:17][cH:18]2)[C:12](=[O:14])[NH:13]1.[CH3:24][N:25]([CH3:26])[CH:27]=[O:28].[Cl:1][CH2:2][c:3]1[n:4][n:5][n:6][n:7]1[CH3:8].[I-:22].[K:20].[Na+:21].[OH2:23]>>[CH2:2]([c:3]1[n:4][n:5][n:6][n:7]1[CH3:8])[N:13]1[C:9](=[O:19])[c:10]2[c:11]([cH:15][cH:16][cH:17][cH:18]2)[C:12]1=[O:14]. Isolated yield 84.8%. Procedure: To a rapidly stirred solution containing 41 g (230 mmoles) of sodium hydrosulfite and 32 g (230 mmoles) of potassium carbonate dissolved in 250 ml of water was added dropwise a solution containing 6.7 g (23.4 mmoles) of 4-(3-ethynylphenoxy)-o-dinitrobenzene dissolved in 50 ml of methanol. The reaction mixture changed from black to white within several minutes after the addition. The white solution was evaporated in vacuo at 50°C to remove the methanol. The remaining aqueous solution was then ext... As a reaction SMILES: S(S([O-])=O)([O-])=O.[Na+].[Na+].C(=O)([O-])[O-].[K+].[K+].[C:15]([C:17]1[CH:18]=[C:19]([CH:33]=[CH:34][CH:35]=1)[O:20][C:21]1[CH:26]=[CH:25][C:24]([N+:27]([O-])=O)=[C:23]([N+:30]([O-])=O)[CH:22]=1)#[CH:16]>O.CO>[C:15]([C:17]1[CH:18]=[C:19]([CH:33]=[CH:34][CH:35]=1)[O:20][C:21]1[CH:26]=[CH:25][C:24]([NH2:27])=[C:23]([NH2:30])[CH:22]=1)#[CH:16] |f:0.1.2,3.4.5|. Run in O (water), CO (methanol). Reactants: S(=O)([O-])S(=O)[O-].[Na+].[Na+] (sodium hydrosulfite), C([O-])([O-])=O.[K+].[K+] (potassium carbonate), C(#C)C=1C=C(OC2=CC(=C(C=C2)[N+](=O)[O-])[N+](=O)[O-])C=CC1 (4-(3-ethynylphenoxy)-o-dinitrobenzene). Product: C(#C)C=1C=C(OC2=CC(=C(C=C2)N)N)C=CC1 (4-(3-ethynylphenoxy)-o-phenylenediamine). The reactants are CO, [K+], [Na+], O=C([O-])O, O, O=S(=O)(O)O, COC(C(=O)[O-])c1ccc(-n2cccn2)cc1. Product: COC(=O)C(OC)c1ccc(-n2cccn2)cc1. RXN SMILES: [CH3:30][OH:31].[K+:18].[Na+:29].[O-:25][C:26]([OH:27])=[O:28].[OH2:24].[S:19](=[O:20])(=[O:21])([OH:22])[OH:23].[n:1]1(-[c:6]2[cH:7][cH:8][c:9]([CH:12]([C:13](=[O:14])[O-:15])[O:16][CH3:17])[cH:10][cH:11]2)[n:2][cH:3][cH:4][cH:5]1>>[n:1]1(-[c:6]2[cH:7][cH:8][c:9]([CH:12]([C:13](=[O:14])[O:15][CH3:26])[O:16][CH3:17])[cH:10][cH:11]2)[n:2][cH:3][cH:4][cH:5]1.